From a dataset of the Open Reaction Database (ORD), a public repository of structured organic reaction records. describe an organic reaction: reactants, conditions, products, and yield Reported procedure: 700 Mg of 1-(3-mercapto-2-methyl-1-oxopropyl)-L-proline, 700 mg of 4-chloro-7-nitrobenzofurazan (10% excess), 1 g sodium bicarbonate, and 10 ml dichloromethane were stirred at 20° C. for 16 hours. The reaction mixture was put in a 4×30 cm Silicar CC4 column, and eluted with C6H6 :CH3COOH (3:1) mixture (v/v). As a reaction SMILES: [SH:1][CH2:2][CH:3]([CH3:14])[C:4]([N:6]1[CH2:13][CH2:12][CH2:11][C@H:7]1[C:8]([OH:10])=[O:9])=[O:5].Cl[C:16]1[C:21]2=[N:22][O:23][N:24]=[C:20]2[C:19]([N+:25]([O-:27])=[O:26])=[CH:18][CH:17]=1.C(=O)(O)[O-].[Na+]>ClCCl>[CH3:14][CH:3]([CH2:2][S:1][C:16]1[C:21]2[C:20](=[N:24][O:23][N:22]=2)[C:19]([N+:25]([O-:27])=[O:26])=[CH:18][CH:17]=1)[C:4]([N:6]1[CH2:13][CH2:12][CH2:11][C@H:7]1[C:8]([OH:10])=[O:9])=[O:5] |f:2.3|. Yields the product CC(C(=O)N1[C@H](C(=O)O)CCC1)CSC1=CC=C(C2=NON=C21)[N+](=O)[O-] ((S)-1-[2-Methyl-3-[(4-nitrobenzofurazan-7-yl)thio]-1-oxopropyl]-L-proline). The solvent is ClCCl (dichloromethane). Reactants: SCC(C(=O)N1[C@H](C(=O)O)CCC1)C (1-(3-mercapto-2-methyl-1-oxopropyl)-L-proline), ClC1=CC=C(C=2C1=NON2)[N+](=O)[O-] (4-chloro-7-nitrobenzofurazan), C([O-])(O)=O.[Na+] (sodium bicarbonate). The reactants are C(C1=CC=CC=C1)N1C(C=2C(C1=O)=CC=CC2)=O (N-benzylphthalimide), O (water). The solvent is [BH4-].[K+] (potassium borohydride), CO (methanol). Run at temperature 20 celsius, time 20 hour. The product is OC1N(C(C2=CC=CC=C12)=O)CC1=CC=CC=C1 (3-hydroxy-2-benzyl-2,3-dihydroisoindol-1-one). The yield is 92.4%. RXN SMILES: [CH2:1]([N:8]1[C:12](=[O:13])[C:11]2=[CH:14][CH:15]=[CH:16][CH:17]=[C:10]2[C:9]1=[O:18])[C:2]1[CH:7]=[CH:6][CH:5]=[CH:4][CH:3]=1.O>CO.[BH4-].[K+]>[OH:13][CH:12]1[C:11]2[C:10](=[CH:17][CH:16]=[CH:15][CH:14]=2)[C:9](=[O:18])[N:8]1[CH2:1][C:2]1[CH:7]=[CH:6][CH:5]=[CH:4][CH:3]=1 |f:3.4|. Procedure: 3-Hydroxy-2-benzyl-2,3-dihydroisoindol-1-one is prepared as described in Example 1, starting with 10.2 g of N-benzylphthalimide in 100 cm3 of methanol and 2.6 g of potassium borohydride. The reaction mixture is stirred at a temperature in the region of 20° C. for 20 hours and is then cooled to a temperature in the region of 0° C. and 50 cm3 of distilled water are added dropwise. The methanol is then partially evaporated off under reduced pressure (2 kPa) at a temperature in the region of 40° C.,... The reactants are COC1=CC=C(C=C1)NC1CC(N(N1)C1=CC=CC=C1)=O (5-(4-methoxyphenylamino)-2-phenylpyrazolidin-3-one), P(=O)(Cl)(Cl)Cl (phosphorous oxychloride). Solvent: O (Water). The product is ClC=1C(=NN(C1)C1=CC=CC=C1)NC1=CC=C(C=C1)OC (Chloro-N-(4-methoxyphenyl)-1-phenyl- 1H-pyrazol-3-amine), solid. RXN SMILES: [CH3:1][O:2][C:3]1[CH:8]=[CH:7][C:6]([NH:9][CH:10]2[NH:14][N:13]([C:15]3[CH:20]=[CH:19][CH:18]=[CH:17][CH:16]=3)[C:12](=O)[CH2:11]2)=[CH:5][CH:4]=1.P(Cl)(Cl)([Cl:24])=O>O>[Cl:24][C:11]1[C:10]([NH:9][C:6]2[CH:7]=[CH:8][C:3]([O:2][CH3:1])=[CH:4][CH:5]=2)=[N:14][N:13]([C:15]2[CH:20]=[CH:19][CH:18]=[CH:17][CH:16]=2)[CH:12]=1. Procedure details: A mixture of 5-(4-methoxyphenylamino)-2-phenylpyrazolidin-3-one (2.81 g) and excess phosphorous oxychloride (4 ml) was heated on a steam bath at 100° for 1 hour. Water was added and the aqueous phase extracted with dichloromethane. The organic phase was dried over magnesium sulphate, filtered and evaporated to dryness, and the title compound was obtained as a colourless solid (1.5 g), mp 119°-121° by recrystallisation from cyclohexane. Reactants: C(C)(=O)N1C(CN(CC1C)C1=CC=C(C=C1)C1=NC2=CC(=CC(=C2C(N1)=O)OC)OC)C (2-(4-(4-acetyl-3,5-dimethylpiperazin-1-yl)phenyl)-5,7-dimethoxyquinazolin-4(3H)-one), [OH-].[Na+] (NaOH). Run in Cl (HCl). Yields the product C[C@@H]1CN(C[C@@H](N1)C)C1=CC=C(C=C1)C1=NC2=CC(=CC(=C2C(N1)=O)OC)OC (2-(4-((3R,5S)-3,5-Dimethylpiperazin-1-yl)phenyl)-5,7-dimethoxyquinazolin-4(3H)-one). The yield is 29.8%. RXN SMILES: C([N:4]1[CH:9]([CH3:10])[CH2:8][N:7]([C:11]2[CH:16]=[CH:15][C:14]([C:17]3[NH:26][C:25](=[O:27])[C:24]4[C:19](=[CH:20][C:21]([O:30][CH3:31])=[CH:22][C:23]=4[O:28][CH3:29])[N:18]=3)=[CH:13][CH:12]=2)[CH2:6][CH:5]1[CH3:32])(=O)C.[OH-].[Na+]>Cl>[CH3:10][C@H:9]1[NH:4][C@@H:5]([CH3:32])[CH2:6][N:7]([C:11]2[CH:16]=[CH:15][C:14]([C:17]3[NH:26][C:25](=[O:27])[C:24]4[C:19](=[CH:20][C:21]([O:30][CH3:31])=[CH:22][C:23]=4[O:28][CH3:29])[N:18]=3)=[CH:13][CH:12]=2)[CH2:8]1 |f:1.2|. Reported procedure: A solution of 2-(4-(4-acetyl-3,5-dimethylpiperazin-1-yl)phenyl)-5,7-dimethoxyquinazolin-4(3H)-one (0.150 g, 0.34 mmol) in 2N HCl was heated at reflux temperature for 3 days. The reaction was cooled to room temperature, basified with 1N NaOH, and extracted with CH2Cl2. Purification by flash chromatography on silica gel, eluting with 0% to 15% MeOH/CH2Cl2, followed by further purification, eluting with 30% to 100% of 92:7:1 CHCl3/MeOH/concentrated NH4OH, afforded the title compound (0.040 g, 30%) ... Starting materials: C(C)OC(C(C)N1C=CC2=CC(=CC=C12)OCC1=CC=CC=C1)=O (2-(5-Benzyloxy-indol-1-yl)-propionic acid ethyl ester), [H][H] (hydrogen). The reagents and catalysts are [Pd] (Pd/C). The solvent is C(C)O (ethanol). Yields the product C(C)OC(C(C)N1C=CC2=CC(=CC=C12)O)=O (2-(5-Hydroxy-indol-1-yl)-propionic acid ethyl ester). Reaction SMILES: [CH2:1]([O:3][C:4](=[O:24])[CH:5]([N:7]1[C:15]2[C:10](=[CH:11][C:12]([O:16]CC3C=CC=CC=3)=[CH:13][CH:14]=2)[CH:9]=[CH:8]1)[CH3:6])[CH3:2].[H][H]>C(O)C.[Pd]>[CH2:1]([O:3][C:4](=[O:24])[CH:5]([N:7]1[C:15]2[C:10](=[CH:11][C:12]([OH:16])=[CH:13][CH:14]=2)[CH:9]=[CH:8]1)[CH3:6])[CH3:2]. Procedure: A mixture of 2-(5-Benzyloxy-indol-1-yl)-propionic acid ethyl ester (16 g) and Pd/C (5%, 1.93 g) in ethanol (190 mL) is stirred under 60 PSI of hydrogen overnight. Filtration and concentration yields the title compound. Reactants: CCOC(=O)CCCc1c(Br)[nH]c2ccc(Cl)cc12, C[Sn](C)(C)c1ccc([N+](=O)[O-])cc1, C1COCCO1, O=C(C=Cc1ccccc1)C=Cc1ccccc1, O=C(C=Cc1ccccc1)C=Cc1ccccc1, O=C(C=Cc1ccccc1)C=Cc1ccccc1, O, [Pd], [Pd], c1ccc([As](c2ccccc2)c2ccccc2)cc1. The product is CCOC(=O)CCCc1c(-c2ccc([N+](=O)[O-])cc2)[nH]c2ccc(Cl)cc12. Reaction SMILES: [Br:1][c:2]1[nH:3][c:4]2[cH:5][cH:6][c:7]([Cl:19])[cH:8][c:9]2[c:10]1[CH2:11][CH2:12][CH2:13][C:14](=[O:15])[O:16][CH2:17][CH3:18].[CH3:20][Sn:21]([c:22]1[cH:23][cH:24][c:25]([N+:28](=[O:29])[O-:30])[cH:26][cH:27]1)([CH3:31])[CH3:32].[O:52]1[CH2:53][CH2:54][O:55][CH2:56][CH2:57]1.[O:60]=[C:61]([CH:62]=[CH:63][c:64]1[cH:65][cH:66][cH:67][cH:68][cH:69]1)[CH:70]=[CH:71][c:72]1[cH:73][cH:74][cH:75][cH:76][cH:77]1.[O:78]=[C:79]([CH:80]=[CH:81][c:82]1[cH:83][cH:84][cH:85][cH:86][cH:87]1)[CH:88]=[CH:89][c:90]1[cH:91][cH:92][cH:93][cH:94][cH:95]1.[O:96]=[C:97]([CH:98]=[CH:99][c:100]1[cH:101][cH:102][cH:103][cH:104][cH:105]1)[CH:106]=[CH:107][c:108]1[cH:109][cH:110][cH:111][cH:112][cH:113]1.[OH2:114].[Pd:58].[Pd:59].[cH:33]1[cH:34][cH:35][c:36]([As:37]([c:38]2[cH:39][cH:40][cH:41][cH:42][cH:43]2)[c:44]2[cH:45][cH:46][cH:47][cH:48][cH:49]2)[cH:50][cH:51]1>>[c:2]1(-[c:22]2[cH:23][cH:24][c:25]([N+:28](=[O:29])[O-:30])[cH:26][cH:27]2)[nH:3][c:4]2[cH:5][cH:6][c:7]([Cl:19])[cH:8][c:9]2[c:10]1[CH2:11][CH2:12][CH2:13][C:14](=[O:15])[O:16][CH2:17][CH3:18].